From a dataset of the Open Reaction Database (ORD), a public repository of structured organic reaction records. describe an organic reaction: reactants, conditions, products, and yield Reactants: CN(C(C(=S)OCC)=CC=C(C(=O)OCC)C1=CC=CC=C1)C (diethyl 2-dimethylamino-5-phenylthio-2,4-hexadienedioate), CC[O-].[Na+] (sodium ethylate), C1(=CC=CC=C1)SCC(=O)OCC (ethyl (phenylthio)acetate), F[B-](F)(F)F.CN(C(=CC=[N+](C)C)C1=CC=CC=C1)C (N-(3-dimethylamino-3-phenylpropenylidene)-N-methylmethanaminium tetrafluoroborate), solution. Solvent: C(C)O (ethanol). Yields the product CN(C(=CC=C(C(=S)OCC)C1=CC=CC=C1)C1=CC=CC=C1)C (ethyl 5-dimethylamino-5-phenyl-2-phenylthio-2,4-pentadienoate). As a reaction SMILES: [CH3:1][N:2]([CH3:23])[C:3](=[CH:9][CH:10]=[C:11]([C:17]1[CH:22]=[CH:21][CH:20]=[CH:19][CH:18]=1)[C:12]([O:14][CH2:15][CH3:16])=O)[C:4](OCC)=S.F[B-](F)(F)F.CN(C)[C:31]([C:37]1C=CC=[CH:39][CH:38]=1)=[CH:32]C=[N+](C)C.CC[O-].[Na+].C1([S:54]CC(OCC)=O)C=CC=CC=1>C(O)C>[CH3:23][N:2]([CH3:1])[C:3]([C:4]1[CH:39]=[CH:38][CH:37]=[CH:31][CH:32]=1)=[CH:9][CH:10]=[C:11]([C:17]1[CH:18]=[CH:19][CH:20]=[CH:21][CH:22]=1)[C:12]([O:14][CH2:15][CH3:16])=[S:54] |f:1.2,3.4|. Procedure details: The procedure is as in Example 2 for the preparation of diethyl 2-dimethylamino-5-phenylthio-2,4-hexadienedioate, starting with N-(3-dimethylamino-3-phenylpropenylidene)-N-methylmethanaminium tetrafluoroborate (15.4 g), a 2M solution of sodium ethylate (26.5 cc) and ethyl (phenylthio)acetate (10.4 g) in ethanol (150 cc). After purification by chromatography on a silica column with dichloromethane as eluent, ethyl 5-dimethylamino-5-phenyl-2-phenylthio-2,4-pentadienoate (9.7 g), m.p. 99° C., is ob... Reactants: COc1cncc(C2=CC3CN(C(=O)OC(C)(C)C)CC3C2)c1, CO, CCOCC, Cl. Yields the product COc1cncc(C2=CC3CNCC3C2)c1, Cl. Reaction SMILES: [CH3:1][O:2][c:3]1[cH:4][c:5]([C:9]2=[CH:23][CH:12]3[CH:11]([CH2:10]2)[CH2:15][N:14]([C:16]([O:17][C:18]([CH3:19])([CH3:20])[CH3:21])=[O:22])[CH2:13]3)[cH:6][n:7][cH:8]1.[CH3:25][OH:26].[CH3:27][CH2:28][O:29][CH2:30][CH3:31].[ClH:24]>>[CH3:1][O:2][c:3]1[cH:4][c:5]([C:9]2=[CH:23][CH:12]3[CH:11]([CH2:10]2)[CH2:15][NH:14][CH2:13]3)[cH:6][n:7][cH:8]1.[ClH:24].